Dataset: the Open Reaction Database (ORD), a public repository of structured organic reaction records. Task: describe an organic reaction: reactants, conditions, products, and yield Starting materials: C(CCCCCCCC#CC#CCCCCCCCCC(=O)O)C(=O)O (Icosa-9,11-diyne-1,20-dicarboxylic acid), carboxylic acid, ketone, C[Li] (methyl lithium), C[Li] (methyl lithium). Solvent: C1CCOC1 (THF), CCOCC (ether), CCOCC (ether). Run at time 8 hour. Yields the product O=C(CCCCCCCCC#CC#CCCCCCCCCC(=O)O)C (22-Oxotricosa-10, 12-diynoic acid). Reaction SMILES: [CH2:1]([C:24]([OH:26])=[O:25])[CH2:2][CH2:3][CH2:4][CH2:5][CH2:6][CH2:7][CH2:8][C:9]#[C:10][C:11]#[C:12][CH2:13][CH2:14][CH2:15][CH2:16][CH2:17][CH2:18][CH2:19][CH2:20][C:21]([OH:23])=O.[CH3:27][Li]>C1COCC1.CCOCC>[O:23]=[C:21]([CH3:27])[CH2:20][CH2:19][CH2:18][CH2:17][CH2:16][CH2:15][CH2:14][CH2:13][C:12]#[C:11][C:10]#[C:9][CH2:8][CH2:7][CH2:6][CH2:5][CH2:4][CH2:3][CH2:2][CH2:1][C:24]([OH:26])=[O:25]. Procedure: 1.08 g (3mmol) Icosa-9,11-diyne-1,20-dicarboxylic acid was suspended in 55 mL anhydrous THF and dissolved with slight warming. To this solution, 11.2 mL, 1.4 M methyl lithium in ether (8 mmol) was slowly added with the aid of syringe. A total of 2 mol equivalent of methyl lithium in ether were used per carboxylic acid to convert acid into ketone. The reaction turned into a viscous slurry from a free flowing suspension. The reaction was left stirring at room temperature overnight. The purplish co... Starting materials: O=C1C2=C(NC3(N1)CCN(CC3)C(=O)OCC)N=CC=C2 (ethyl 3′,4′-dihydro-4′-oxospiro[piperidine-4,2′-[1′H]-(pyrido[2,3-d]-pyrimidine)]-1-carboxylate), COC=1C=CC(=CC1)P2(=S)SP(=S)(S2)C=3C=CC(=CC3)OC (Lawesson's reagent). Run in O1CCOCC1 (dioxane). Product: S=C1C2=C(NC3(N1)CCN(CC3)C(=O)OCC)N=CC=C2 (Ethyl 3′,4-dihydro-4′-thioxospiro[piperidine-4,2′-[1′H]-(pyrido[2,3-d]pyrimidine)]-1-carboxylate). The yield is 152.3%. Reaction SMILES: O=[C:2]1[NH:7][C:6]2([CH2:12][CH2:11][N:10]([C:13]([O:15][CH2:16][CH3:17])=[O:14])[CH2:9][CH2:8]2)[NH:5][C:4]2[N:18]=[CH:19][CH:20]=[CH:21][C:3]1=2.COC1C=CC(P2(SP(C3C=CC(OC)=CC=3)(=S)S2)=[S:31])=CC=1>O1CCOCC1>[S:31]=[C:2]1[NH:7][C:6]2([CH2:12][CH2:11][N:10]([C:13]([O:15][CH2:16][CH3:17])=[O:14])[CH2:9][CH2:8]2)[NH:5][C:4]2[N:18]=[CH:19][CH:20]=[CH:21][C:3]1=2. Procedure details: A solution of ethyl 3′,4′-dihydro-4′-oxospiro[piperidine-4,2′-[1′H]-(pyrido[2,3-d]-pyrimidine)]-1-carboxylate (0.74 g, 2.55 mmol) and Lawesson's reagent (0.62 g, 1.5 mmol) in dioxane (15 ml) was heated at reflux for 2 h. The mixture was absorbed onto silica gel and purified by flash column chromatography on silica gel, eluting with dichloromethane/methanol (50:1) to afford the product as a white solid (0.7 g). MS (+CI) m/Z 307 [M+H]+; 1H NMR (d6-DMSO) 10.37 (1H, dd), 8.34 (1H, dd), 8.24 (1H, dd)...